This data is from the Open Reaction Database (ORD), a public repository of structured organic reaction records. The task is: describe an organic reaction: reactants, conditions, products, and yield Reaction SMILES: [CH3:1][C:2]1([CH3:38])[C:10]2=[CH:11][C:12]3[N:13]([C:31]([O:33][C:34]([CH3:37])([CH3:36])[CH3:35])=[O:32])[C:14]4[C:19]([C:20]=3[CH:21]=[C:9]2[C:8]2[C:3]1=[CH:4][CH:5]=[CH:6][CH:7]=2)=[CH:18][C:17](B1OC(C)(C)C(C)(C)O1)=[CH:16][CH:15]=4.Br[C:40]1[CH:41]=[C:42]([C:46]2[CH:51]=[CH:50][CH:49]=[C:48]([C:52]([C:54]3[CH:59]=[CH:58][CH:57]=[CH:56][CH:55]=3)=[O:53])[CH:47]=2)[CH:43]=[CH:44][CH:45]=1.C(=O)([O-])[O-].[Na+].[Na+].C1(C)C=CC=CC=1>O1CCOCC1.C1C=CC([P]([Pd]([P](C2C=CC=CC=2)(C2C=CC=CC=2)C2C=CC=CC=2)([P](C2C=CC=CC=2)(C2C=CC=CC=2)C2C=CC=CC=2)[P](C2C=CC=CC=2)(C2C=CC=CC=2)C2C=CC=CC=2)(C2C=CC=CC=2)C2C=CC=CC=2)=CC=1.O>[C:52]([C:48]1[CH:47]=[C:46]([C:42]2[CH:43]=[CH:44][CH:45]=[C:40]([C:17]3[CH:18]=[C:19]4[C:14](=[CH:15][CH:16]=3)[N:13]([C:31]([O:33][C:34]([CH3:35])([CH3:36])[CH3:37])=[O:32])[C:12]3[CH:11]=[C:10]5[C:2]([CH3:1])([CH3:38])[C:3]6[C:8]([C:9]5=[CH:21][C:20]4=3)=[CH:7][CH:6]=[CH:5][CH:4]=6)[CH:41]=2)[CH:51]=[CH:50][CH:49]=1)(=[O:53])[C:54]1[CH:55]=[CH:56][CH:57]=[CH:58][CH:59]=1 |f:2.3.4,^1:82,84,103,122|. Solvent: O1CCOCC1 (dioxane), O (water). Yields the product C(C1=CC=CC=C1)(=O)C=1C=C(C=CC1)C1=CC(=CC=C1)C=1C=C2C=3C=C4C(=CC3N(C2=CC1)C(=O)OC(C)(C)C)C(C1=CC=CC=C14)(C)C (tert-Butyl 7-(3′-benzoylbiphenyl-3-yl)-12,12-dimethyl-12H-10-azaindeno[2,1-b]fluorene-10-carboxylate). Procedure: 16.8 g (33.0 mmol) of tert-butyl 12,12-dimethyl-7-(4,4,5,5-tetramethyl-1,3,2-dioxaborolan-2-yl)-12H-10-azaindeno[2,1-b]fluorene-10-carboxylate, 13.4 g (40 mmol) of (3′-bromobiphenyl-3-yl)phenylmethanone and 11.6 g of sodium carbonate are suspended in 900 ml of dioxane, 900 ml of toluene and 400 ml of water. 4.2 g (3.6 mmol) of Pd(PPh3)4 are added to this suspension. The reaction mixture is heated under reflux for 7 h. After cooling, the precipitated solid is filtered off with suction and washed ... The reagents and catalysts are C=1C=CC(=CC1)[P](C=2C=CC=CC2)(C=3C=CC=CC3)[Pd]([P](C=4C=CC=CC4)(C=5C=CC=CC5)C=6C=CC=CC6)([P](C=7C=CC=CC7)(C=8C=CC=CC8)C=9C=CC=CC9)[P](C=1C=CC=CC1)(C=1C=CC=CC1)C=1C=CC=CC1 (Pd(PPh3)4). The reactants are CC1(C2=CC=CC=C2C=2C1=CC=1N(C3=CC=C(C=C3C1C2)B2OC(C(O2)(C)C)(C)C)C(=O)OC(C)(C)C)C (tert-butyl 12,12-dimethyl-7-(4,4,5,5-tetramethyl-1,3,2-dioxaborolan-2-yl)-12H-10-azaindeno[2,1-b]fluorene-10-carboxylate), C1(=CC=CC=C1)C (toluene), BrC=1C=C(C=CC1)C1=CC(=CC=C1)C(=O)C1=CC=CC=C1 ((3′-bromobiphenyl-3-yl)phenylmethanone), C([O-])([O-])=O.[Na+].[Na+] (sodium carbonate). The reactants are C(CCC)[Li] (n-butyllithium), Cl (HCl), COC=1C=C(C=C(C1)OC)C (3,5-dimethoxytoluene), C(=O)=O (CO2). The solvent is CCCCCC (hexane), O1CCCC1 (tetrahydrofuran). Run at temperature 5 celsius, time 1 hour. The product is COC1=C(C(=O)O)C(=CC(=C1)C)OC (2,6-Dimethoxy-4-methylbenzoic acid). As a reaction SMILES: C([Li])CCC.[CH3:6][O:7][C:8]1[CH:9]=[C:10]([CH3:16])[CH:11]=[C:12]([O:14][CH3:15])[CH:13]=1.[C:17](=[O:19])=[O:18].Cl>CCCCCC.O1CCCC1>[CH3:15][O:14][C:12]1[CH:11]=[C:10]([CH3:16])[CH:9]=[C:8]([O:7][CH3:6])[C:13]=1[C:17]([OH:19])=[O:18]. Procedure details: 104 ml of 1.6M n-butyllithium solution in hexane are added to 200 ml of tetrahydrofuran, followed by dropwise addition of 25 ml of 3,5-dimethoxytoluene, at a temperature between 0° and 5° C. The reaction medium is stirred at 5° C. for 1 h 30, followed by introduction of excess gaseous CO2 over 30 minutes. The mixture is introduced into 200 ml of aqueous 0.5N HCl solution and the aqueous phase is extracted with ethyl acetate. The residue is concentrated and chromatographied on a silica column (el...